From a dataset of the Open Reaction Database (ORD), a public repository of structured organic reaction records. describe an organic reaction: reactants, conditions, products, and yield Starting materials: acetoxy, C(C)(=O)OC(CC1=C(C=2C(C3=CC=CC=C3C(C2C(=C1)C)=O)=O)C)C (2-Acetoxypropyl-1,4-dimethyl-anthraquinone). Solvent: solution, C(=O)([O-])[O-].[K+].[K+] (K2CO3), CO (methanol). Run at time 6 hour. Product: hydroxy, CC1=C(C=C(C=2C(C3=CC=CC=C3C(C12)=O)=O)C)CC(C)O (1,4-Dimethyl-2-hydroxypropyl-anthraquinone). Reaction SMILES: C([O:4][CH:5]([CH3:25])[CH2:6][C:7]1[CH:20]=[C:19]([CH3:21])[C:18]2[C:17](=[O:22])[C:16]3[C:11](=[CH:12][CH:13]=[CH:14][CH:15]=3)[C:10](=[O:23])[C:9]=2[C:8]=1[CH3:24])(=O)C>C([O-])([O-])=O.[K+].[K+].CO>[CH3:24][C:8]1[C:9]2[C:10](=[O:23])[C:11]3[C:16](=[CH:15][CH:14]=[CH:13][CH:12]=3)[C:17](=[O:22])[C:18]=2[C:19]([CH3:21])=[CH:20][C:7]=1[CH2:6][CH:5]([OH:4])[CH3:25] |f:1.2.3|. Reported procedure: The acetoxy compound (Compound 1.2) (4 mg, 14 μmole) was dissolved in 4 mL of a solution of 5% K2CO3 and methanol (1 to 1 ratio). After 6 hours of stirring at room temperature, the reaction mixture was evaporated to half of the original volume for CHCl3 -H2O extraction. Then, the organic layer was dried over MgSO4 and filtered, and the solvent was removed under reduced pressure. Purification by flash silica column chromatography yielded the hydroxy compound (Compound 1.3) in quantitative yield. ... The reactants are [Cl-].[Al+3].[Cl-].[Cl-] (aluminum chloride), CS(=O)(=O)NC1=CC=CC=C1 (Methanesulfonanilide), 1, BrCC(=O)Br (bromoacetylbromide). Solvent: C(=S)=S (carbon disulfide). Conditions: time 45 minute. Product: BrCC(=O)C1=CC=C(NS(=O)(=O)C)C=C1 (4'-(2-Bromoacetyl)methanesulfonanilide). RXN SMILES: [CH3:1][S:2]([NH:5][C:6]1[CH:11]=[CH:10][CH:9]=[CH:8][CH:7]=1)(=[O:4])=[O:3].[Br:12][CH2:13][C:14](Br)=[O:15].[Cl-].[Al+3].[Cl-].[Cl-]>C(=S)=S>[Br:12][CH2:13][C:14]([C:9]1[CH:8]=[CH:7][C:6]([NH:5][S:2]([CH3:1])(=[O:4])=[O:3])=[CH:11][CH:10]=1)=[O:15] |f:2.3.4.5|. Reported procedure: Methanesulfonanilide as prepared in Preparation 1 (172.0 g, 1.0 mole), bromoacetylbromide (363.35 g, 1.8 mole), and 1 liter of carbon disulfide is combined under N2 with vigorous mechanical stirring. Anhydrous aluminum chloride (400.0 g, 3.0 mole) is added in portions to this mixture over 11/2 hour resulting in a deep red color and separation of the reaction mixture into two layers. Following the addition, the reaction is stirred at ambient temperature for 45 minutes and is then heated to reflux... Starting materials: COc1cc(F)c(C)cc1Br, CCOC(C)=O, [Cl-], [Cl-], [Cl-], [Cl-], Cl, N#C[Cu], [Fe+3], [Li+], CN(C)C=O, O, O, O, O, O, O. Product: COc1cc(F)c(C)cc1C#N. As a reaction SMILES: [Br:1][c:2]1[c:3]([O:10][CH3:11])[cH:4][c:5]([F:9])[c:6]([CH3:8])[cH:7]1.[CH3:33][CH2:34][O:35][C:36](=[O:37])[CH3:38].[Cl-:15].[Cl-:29].[Cl-:31].[Cl-:32].[ClH:17].[Cu:12][C:13]#[N:14].[Fe+3:30].[Li+:16].[O:18]=[CH:19][N:20]([CH3:21])[CH3:22].[OH2:23].[OH2:24].[OH2:25].[OH2:26].[OH2:27].[OH2:28]>>[c:2]1([C:13]#[N:14])[c:3]([O:10][CH3:11])[cH:4][c:5]([F:9])[c:6]([CH3:8])[cH:7]1. The reactants are O=C1CCC(=O)N1Br, ClC(Cl)(Cl)Cl, c1ccc2c(c1)sc1nncn12. Product: Brc1nnc2sc3ccccc3n12. As a reaction SMILES: [Br:13][N:14]1[C:15](=[O:16])[CH2:17][CH2:18][C:19]1=[O:20].[C:21]([Cl:22])([Cl:23])([Cl:24])[Cl:25].[n:1]1[n:2][cH:3][n:4]2[c:5]1[s:6][c:7]1[c:8]2[cH:9][cH:10][cH:11][cH:12]1>>[n:1]1[n:2][c:3]([Br:13])[n:4]2[c:5]1[s:6][c:7]1[c:8]2[cH:9][cH:10][cH:11][cH:12]1.